Dataset: the Open Reaction Database (ORD), a public repository of structured organic reaction records. Task: describe an organic reaction: reactants, conditions, products, and yield The reactants are C(C)(C)(C)OC(=O)N1C(=CC2=C(C=CC=C12)C)C(=O)OC (methyl 1-tert-butoxycarbonyl-4-methylindole-2-carboxylate), C1CC(=O)N(C1=O)Br (NBS). Reagents/catalysts: CC(C)(C#N)N=NC(C)(C)C#N (AIBN). Solvent: C(Cl)(Cl)(Cl)Cl (carbon tetrachloride). The product is BrCC1=C2C=C(N(C2=CC=C1)C(=O)OC(C)(C)C)C(=O)OC (Methyl 4-bromomethyl-1-tert-butoxycarbonylindole-2-carboxylate). The yield is 67.9%. Reaction SMILES: [C:1]([O:5][C:6]([N:8]1[C:16]2[C:11](=[C:12]([CH3:17])[CH:13]=[CH:14][CH:15]=2)[CH:10]=[C:9]1[C:18]([O:20][CH3:21])=[O:19])=[O:7])([CH3:4])([CH3:3])[CH3:2].C1C(=O)N([Br:29])C(=O)C1>C(Cl)(Cl)(Cl)Cl.CC(N=NC(C#N)(C)C)(C#N)C>[Br:29][CH2:17][C:12]1[CH:13]=[CH:14][CH:15]=[C:16]2[C:11]=1[CH:10]=[C:9]([C:18]([O:20][CH3:21])=[O:19])[N:8]2[C:6]([O:5][C:1]([CH3:4])([CH3:3])[CH3:2])=[O:7]. Reported procedure: A solution of methyl 1-tert-butoxycarbonyl-4-methylindole-2-carboxylate (0.13 g, 0.48 mmol), NBS (0.087 g, 0.48 mmol), and AIBN (4 mg, 0.024 mmol) in carbon tetrachloride (1.9 mL) was heated to reflux for 3 h. The reaction mixture was cooled to room temperature and filtered and washed with carbon tetrachloride. The filtrate was evaporated to give a yellow oil that was purified by silica gel chromatography (EtOAc:hexane=8:92) to give 0.12 g (72% yield) of the title compound as a pale yellow solid... Starting materials: CO (methanol), COC=1C=C(C=CC1OC)C=CC(=O)C1=CC=C(C=C1)OCC(CN1CCN(CC1)C1=CC=CC=C1)O (3,4-Dimethoxy-4′-[2-hydroxy-3-(4-phenylpiperazin-1-yl)-propoxy]-chalcone). The product is OC(COC1=CC=C(C(C=CC2=CC=C(C=C2)OC)=O)C=C1)CN1CCN(CC1)C1=C(C=CC=C1)OC (4′-[2-Hydroxy-3-{4-(2-methoxyphenyl)-piperazin-1-yl}-propoxy]-4-methoxy-chalcone), O1C(COC2=CC=C(C(C=CC3=CC=C(C=C3)OC)=O)C=C2)C1 (4′-(2,3-Epoxy-propoxy)-4-methoxy-chalcone), COC1=C(C=CC=C1)N1CCNCC1 (1-(2-methoxyphenyl)piperazine). As a reaction SMILES: CO[C:3]1[CH:4]=[C:5]([CH:11]=[CH:12][C:13]([C:15]2[CH:20]=[CH:19][C:18]([O:21][CH2:22][CH:23]([OH:37])[CH2:24][N:25]3[CH2:30][CH2:29][N:28]([C:31]4[CH:36]=[CH:35][CH:34]=[CH:33][CH:32]=4)[CH2:27][CH2:26]3)=[CH:17][CH:16]=2)=[O:14])[CH:6]=[CH:7][C:8]=1[O:9][CH3:10].[CH3:38][OH:39]>>[OH:37][CH:23]([CH2:24][N:25]1[CH2:26][CH2:27][N:28]([C:31]2[CH:36]=[CH:35][CH:34]=[CH:33][C:32]=2[O:39][CH3:38])[CH2:29][CH2:30]1)[CH2:22][O:21][C:18]1[CH:17]=[CH:16][C:15]([C:13](=[O:14])[CH:12]=[CH:11][C:5]2[CH:4]=[CH:3][C:8]([O:9][CH3:10])=[CH:7][CH:6]=2)=[CH:20][CH:19]=1.[O:37]1[CH2:24][CH:23]1[CH2:22][O:21][C:18]1[CH:17]=[CH:16][C:15]([C:13](=[O:14])[CH:12]=[CH:11][C:5]2[CH:4]=[CH:3][C:8]([O:9][CH3:10])=[CH:7][CH:6]=2)=[CH:20][CH:19]=1.[CH3:38][O:39][C:36]1[CH:35]=[CH:34][CH:33]=[CH:32][C:31]=1[N:28]1[CH2:27][CH2:26][NH:25][CH2:30][CH2:29]1. Reported procedure: In a similar manner to the preparation of 18, compound 24 was obtained from 4′-(2,3-epoxy-propoxy)-4-methoxy-chalcone, 13 (500 mg, 1.6 mmol) and 1-(2-methoxyphenyl)piperazine (0.3 mL, 1.7 mmol) in dry methanol (80 mL). Yield 530 mg (66%); mp 97-98° C.; MS (FAB) 503 (M++1); IR (KBr) 3451, 1652; 1H NMR (200 MHz, CDCl3) δ 8.03 (d, J=8.3 Hz, 2H), 7.78 (d, J=15.5 Hz, 1H), 7.60 (d, J=8.1 Hz, 2H), 7.43 (d, J=15.4 Hz, 1H), 7.03-6.85 (m, 8H), 4.13-4.09 (m, 3H), 3.87 (s, 3H), 3.86 (s, 3H), 3.14-3.10 (m, 4...